Task: describe an organic reaction: reactants, conditions, products, and yield. Dataset: the Open Reaction Database (ORD), a public repository of structured organic reaction records Reactants: C(=O)(OC(C)(C)C)N[C@H](C(C)C)C(=O)O ((R)-N-BOC-valine), N1=CC=CC=C1 (pyridine), N1=C(F)N=C(F)N=C1F (cyanuric fluoride). Solvent: C(Cl)Cl (CH2Cl2). Conditions: temperature -15 celsius, time 60 minute. The product is C(C)(C)(C)OC(N[C@H](C(C)C)C(=O)F)=O ((R)-(1-Fluorocarbonyl-2-methyl-propyl)-carbamic Acid tert-butyl Ester). Isolated yield 101.3%. As a reaction SMILES: [C:1]([NH:8][C@@H:9]([C:13]([OH:15])=O)[CH:10]([CH3:12])[CH3:11])([O:3][C:4]([CH3:7])([CH3:6])[CH3:5])=[O:2].N1C=CC=CC=1.N1C(F)=NC(F)=NC=1[F:24]>C(Cl)Cl>[C:4]([O:3][C:1](=[O:2])[NH:8][C@@H:9]([C:13]([F:24])=[O:15])[CH:10]([CH3:12])[CH3:11])([CH3:7])([CH3:6])[CH3:5]. Procedure: To an oven-dried, septaed 25 mL round-bottom flask, cooled under an argon atmosphere, and charged with (R)-N-BOC-valine (217.1 mg, 1.00 mmol) was added 2.5 mL CH2Cl2, and pyridine (81 μL, 1.00 mmol). The solution was cooled to −15 C, and to the reaction was added cyanuric fluoride (450 μL, 5.0 mmol). The reaction remained clear, but turned yellow green. The reaction was stirred at −15° C. for 60 minutes, with the gradual formation of a precipitate and transition to pale yellow. Without warming, ... The reactants are water ice, FC=1C=CC(=C(C1)C)[N+](=O)[O-] (5-fluoro-2-nitrotoluene), CN1C(CCC1)=O (N-methylpyrrolidinone), NC(CO)CO (2-amino-1,3-propanediol). Run in C(C)N(CC)CC (triethylamine). Reaction conditions: temperature 60 celsius. Yields the product [N+](=O)([O-])C1=C(C=C(C=C1)NC(CO)CO)C (2-(4-nitro-3-methylphenylamino)propane-1,3-diol). Yield: 49.7%. As a reaction SMILES: F[C:2]1[CH:3]=[CH:4][C:5]([N+:9]([O-:11])=[O:10])=[C:6]([CH3:8])[CH:7]=1.CN1CCCC1=O.[NH2:19][CH:20]([CH2:23][OH:24])[CH2:21][OH:22]>C(N(CC)CC)C>[N+:9]([C:5]1[CH:4]=[CH:3][C:2]([NH:19][CH:20]([CH2:23][OH:24])[CH2:21][OH:22])=[CH:7][C:6]=1[CH3:8])([O-:11])=[O:10]. Procedure: 2 g of 5-fluoro-2-nitrotoluene were added to a solution of 20 ml of N-methylpyrrolidinone, 1.4 g of 2-amino-1,3-propanediol, and 1.57 g of triethylamine. The reaction medium was heated at 60° C. for 10 hours and, after cooling to room temperature, was poured into a water/ice mixture. The resulting medium was extracted with ethyl acetate and the organic phase was then concentrated under vacuum. 1.45 g of 2-(4-nitro-3-methylphenylamino)propane-1,3-diol (11) were obtained. The reactants are CCC1(c2ccc(O)cc2)CSc2cc(O)ccc2C1CCCCCCCCC(CCCCCCC(F)(F)C(F)(F)F)C(=O)O, C=CCCCCCC(CCCCCC(F)(F)C(F)(F)F)C(=O)OCC. Product: CCC1(c2ccc(O)cc2)CSc2cc(O)ccc2C1CCCCCCCCC(CCCCCC(F)(F)C(F)(F)F)C(=O)O. As a reaction SMILES: [CH2:1]([CH3:2])[C:3]1([c:39]2[cH:40][cH:41][c:42]([OH:45])[cH:43][cH:44]2)[CH2:4][S:5][c:6]2[cH:7][c:8]([OH:38])[cH:9][cH:10][c:11]2[CH:12]1[CH2:13][CH2:14][CH2:15][CH2:16][CH2:17][CH2:18][CH2:19][CH2:20][CH:21]([C:22](=[O:23])[OH:24])[CH2:25][CH2:26][CH2:27][CH2:28][CH2:29][CH2:30][C:31]([F:32])([F:33])[C:34]([F:35])([F:36])[F:37].[F:46][C:47]([CH2:48][CH2:49][CH2:50][CH2:51][CH2:52][CH:53]([CH2:54][CH2:55][CH2:56][CH2:57][CH2:58][CH:59]=[CH2:60])[C:61]([O:62][CH2:63][CH3:64])=[O:65])([C:66]([F:67])([F:68])[F:69])[F:70]>>[CH2:1]([CH3:2])[C:3]1([c:39]2[cH:40][cH:41][c:42]([OH:45])[cH:43][cH:44]2)[CH2:4][S:5][c:6]2[cH:7][c:8]([OH:38])[cH:9][cH:10][c:11]2[CH:12]1[CH2:13][CH2:14][CH2:15][CH2:16][CH2:17][CH2:18][CH2:19][CH2:20][CH:21]([C:22](=[O:23])[OH:24])[CH2:25][CH2:26][CH2:27][CH2:28][CH2:29][C:47]([F:46])([C:66]([F:67])([F:68])[F:69])[F:70]. Reaction SMILES: [NH:1]1[CH:5]=[N:4][CH:3]=[N:2]1.Cl[C:7]1[N:8]=[C:9]([NH:17][CH2:18][C:19]2[CH:24]=[CH:23][C:22]([Cl:25])=[C:21]([Cl:26])[CH:20]=2)[C:10]2[CH:15]=[C:14]([CH3:16])[S:13][C:11]=2[N:12]=1>>[N:1]1([C:7]2[N:8]=[C:9]([NH:17][CH2:18][C:19]3[CH:24]=[CH:23][C:22]([Cl:25])=[C:21]([Cl:26])[CH:20]=3)[C:10]3[CH:15]=[C:14]([CH3:16])[S:13][C:11]=3[N:12]=2)[CH:5]=[N:4][CH:3]=[N:2]1. Product: N1(N=CN=C1)C=1N=C(C2=C(N1)SC(=C2)C)NCC2=CC(=C(C=C2)Cl)Cl (2-(1,2,4-triazol-1-yl)-6-methyl-4-(3,4-dichlorobenzylamino)-thieno-[2,3-d]-pyrimidine). Reactants: N1N=CN=C1 (1,2,4-triazole), ClC=1N=C(C2=C(N1)SC(=C2)C)NCC2=CC(=C(C=C2)Cl)Cl (2-chloro-6-methyl-4-(3,4-dichlorobenzylamino)-thieno-[2,3-d]-pyrimidine). Reported procedure: Following the procedure of Example 97, the reaction of 1,2,4-triazole with 2-chloro-6-methyl-4-(3,4-dichlorobenzylamino)-thieno-[2,3-d]-pyrimidine gives 2-(1,2,4-triazol-1-yl)-6-methyl-4-(3,4-dichlorobenzylamino)-thieno-[2,3-d]-pyrimidine. Starting materials: FC(C(=O)N(CC(=O)OCCCC)CP(=O)(OCl)OCl)(F)F (butyl N-trifluoroacetyl-N-(dichlorophosphonomethyl)glycinate), C(C=C)N (allylamine). Solvent: CCOCC (ether), CCOCC (ether). Conditions: time 8 hour. Yields the product FC(C(=O)N(CC(=O)OCCCC)CP(=O)(ONCC=C)ONCC=C)(F)F (butyl N-trifluoroacetyl-N-(bis(allylamino)phosphonomethyl)glycinate). Yield: 71.7%. Reaction SMILES: [F:1][C:2]([F:22])([F:21])[C:3]([N:5]([CH2:14][P:15]([O:19]Cl)([O:17]Cl)=[O:16])[CH2:6][C:7]([O:9][CH2:10][CH2:11][CH2:12][CH3:13])=[O:8])=[O:4].[CH2:23]([NH2:26])[CH:24]=[CH2:25]>CCOCC>[F:1][C:2]([F:22])([F:21])[C:3]([N:5]([CH2:14][P:15]([O:19][NH:26][CH2:23][CH:24]=[CH2:25])([O:17][NH:26][CH2:23][CH:24]=[CH2:25])=[O:16])[CH2:6][C:7]([O:9][CH2:10][CH2:11][CH2:12][CH3:13])=[O:8])=[O:4]. Reported procedure: To a solution of butyl N-trifluoroacetyl-N-(dichlorophosphonomethyl)glycinate (7.9 g, 0.022 mole) in 200 ml. of ether was added slowly with good stirring allylamine (5.02 g, 0.088 mole) in 50 ml. of ether. The reaction was stirred overnight at room temperature, then was filtered, and the filtrate concentrated in vacuo. The residue was dissolved in ether, washed with water, dried over MgSO4, and concentrated in vacuo to yield butyl N-trifluoroacetyl-N-(bis(allylamino)phosphonomethyl)glycinate (6.... The reactants are C[Si](C)(C)N=C=O, CO, CCN(C(C)C)C(C)C, N, CC(Oc1c(N)ncc2c(C3=CCN(C4CNC4)CC3)coc12)c1c(Cl)ccc(F)c1Cl, CN(C)C=O. Product: CC(Oc1c(N)ncc2c(C3=CCN(C4CN(C(N)=O)C4)CC3)coc12)c1c(Cl)ccc(F)c1Cl. RXN SMILES: [CH3:33][Si:34]([CH3:35])([CH3:36])[N:37]=[C:38]=[O:39].[CH3:55][OH:56].[CH:45]([N:46]([CH2:47][CH3:48])[CH:49]([CH3:50])[CH3:51])([CH3:52])[CH3:53].[NH3:54].[NH:1]1[CH2:2][CH:3]([N:5]2[CH2:6][CH2:7][C:8]([c:11]3[cH:12][o:13][c:14]4[c:15]3[cH:16][n:17][c:18]([NH2:32])[c:19]4[O:20][CH:21]([CH3:22])[c:23]3[c:24]([Cl:31])[c:25]([F:30])[cH:26][cH:27][c:28]3[Cl:29])=[CH:9][CH2:10]2)[CH2:4]1.[O:40]=[CH:41][N:42]([CH3:43])[CH3:44]>>[N:1]1([C:38]([NH2:37])=[O:39])[CH2:2][CH:3]([N:5]2[CH2:6][CH2:7][C:8]([c:11]3[cH:12][o:13][c:14]4[c:15]3[cH:16][n:17][c:18]([NH2:32])[c:19]4[O:20][CH:21]([CH3:22])[c:23]3[c:24]([Cl:31])[c:25]([F:30])[cH:26][cH:27][c:28]3[Cl:29])=[CH:9][CH2:10]2)[CH2:4]1.